From a dataset of the Open Reaction Database (ORD), a public repository of structured organic reaction records. describe an organic reaction: reactants, conditions, products, and yield Reactants: [H-].[H-].[H-].[H-].[Li+].[Al+3] (LiAlH4), NC1=C(SC2=NC(=CC(=C21)C(C)O)C)C(=O)N (3-amino-4-(1-hydroxy-ethyl)-6-methyl-thieno[2,3-b]pyridine-2-carboxylic acid amide), [NH4+].[Cl-] (NH4Cl). Run in C1CCOC1 (THF). Conditions: time 1 hour. Yields the product NC1=C(SC2=NC(=CC(=C21)C=O)C)C(=O)N (3-amino-4-formyl-6-methyl-thieno[2,3-b]pyridine-2-carboxylic acid amide). Yield: 29.0%. RXN SMILES: [H-].[H-].[H-].[H-].[Li+].[Al+3].[NH2:7][C:8]1[C:16]2[C:11](=[N:12][C:13]([CH3:20])=[CH:14][C:15]=2[CH:17]([OH:19])C)[S:10][C:9]=1[C:21]([NH2:23])=[O:22].[NH4+].[Cl-]>C1COCC1>[NH2:7][C:8]1[C:16]2[C:11](=[N:12][C:13]([CH3:20])=[CH:14][C:15]=2[CH:17]=[O:19])[S:10][C:9]=1[C:21]([NH2:23])=[O:22] |f:0.1.2.3.4.5,7.8|. Procedure: LiAlH4 (0.31 g) was added to a suspension of 0.60 g of 3-amino-6-methyl-thieno[2,3-b]pyridine-2,4-dicarboxylic acid 2-amide 4-(methoxy-methyl-amide) (see Example 15) in 15 mL dry THF at −10° C. and stirred 1 h under Ar. Aqueous NH4Cl was added slowly and the mixture was filtered through diatomaceous earth, washing with H2O and EtOAc. The aqueous phase was separated and extracted 3 times with more with EtOAc and the combined organics were and concentrated in vacuo to a resin that was flashed chro...